This data is from the Open Reaction Database (ORD), a public repository of structured organic reaction records. The task is: describe an organic reaction: reactants, conditions, products, and yield Reactants: C1(=CC=C(C=C1)[Sn](C)(C)C)C (p-tolyltrimethyltin), N#N (N2), BrC1=C(C#N)C=C(C=C1)F (2-bromo-5-fluorobenzonitrile). Procedure: A solution of p-tolyltrimethyltin (1.26 g; 4.96 mmol) in dry toluene (8 mL) was degassed with a stream of N2 for ca. 5 min. To this solution under N2 was added 2-bromo-5-fluorobenzonitrile (0.901 g; 4.51 mmol) and Pd(PPh3)4 (260 mg; 5 mol%). The reaction was stirred at reflux under N2 for 12 hr and then cooled to room temperature. The reaction mixture was filtered through a pad of celite and the filtrate was concentrated in vacuo. The product was purified by flash chromatography on a silica gel ... Solvent: C1(=CC=CC=C1)C (toluene). The reagents and catalysts are C=1C=CC(=CC1)[P](C=2C=CC=CC2)(C=3C=CC=CC3)[Pd]([P](C=4C=CC=CC4)(C=5C=CC=CC5)C=6C=CC=CC6)([P](C=7C=CC=CC7)(C=8C=CC=CC8)C=9C=CC=CC9)[P](C=1C=CC=CC1)(C=1C=CC=CC1)C=1C=CC=CC1 (Pd(PPh3)4). Product: C(#N)C1=C(C=CC(=C1)F)C1=CC=C(C=C1)C (2-Cyano-4-fluoro-4'-methylbiphenyl). As a reaction SMILES: [C:1]1([CH3:11])[CH:6]=[CH:5][C:4]([Sn](C)(C)C)=[CH:3][CH:2]=1.N#N.Br[C:15]1[CH:22]=[CH:21][C:20]([F:23])=[CH:19][C:16]=1[C:17]#[N:18]>C1(C)C=CC=CC=1.C1C=CC([P]([Pd]([P](C2C=CC=CC=2)(C2C=CC=CC=2)C2C=CC=CC=2)([P](C2C=CC=CC=2)(C2C=CC=CC=2)C2C=CC=CC=2)[P](C2C=CC=CC=2)(C2C=CC=CC=2)C2C=CC=CC=2)(C2C=CC=CC=2)C2C=CC=CC=2)=CC=1>[C:17]([C:16]1[CH:19]=[C:20]([F:23])[CH:21]=[CH:22][C:15]=1[C:4]1[CH:5]=[CH:6][C:1]([CH3:11])=[CH:2][CH:3]=1)#[N:18] |^1:34,36,55,74|. Starting materials: C(C1=CC=CC=C1)OCCC(C(=O)C1=CC=CC=C1)C1=CC=CC=C1 (4-benzyloxy-1,2-diphenylbutan-1-one), O1C(CCCC1)OC1OCCCC1 (tetrahydropyran-2-yl ether), BrC1=CC=C(C=C1)O (4-bromophenol). Product: C(C1=CC=CC=C1)OCCC(C(O)(C1=CC=C(C=C1)OC1OCCCC1)C1=CC=CC=C1)C1=CC=CC=C1 (4-benzyloxy-1,2-diphenyl-1-[4-[(tetrahydropyran-2-yl) oxy]phenyl]butan-1-ol). RXN SMILES: [CH2:1]([O:8][CH2:9][CH2:10][CH:11]([C:20]1[CH:25]=[CH:24][CH:23]=[CH:22][CH:21]=1)[C:12]([C:14]1[CH:19]=[CH:18][CH:17]=[CH:16][CH:15]=1)=[O:13])[C:2]1[CH:7]=[CH:6][CH:5]=[CH:4][CH:3]=1.O1CCCCC1[O:32][CH:33]1[CH2:38][CH2:37][CH2:36][CH2:35][O:34]1.Br[C:40]1[CH:45]=[CH:44][C:43](O)=[CH:42][CH:41]=1>>[CH2:1]([O:8][CH2:9][CH2:10][CH:11]([C:20]1[CH:25]=[CH:24][CH:23]=[CH:22][CH:21]=1)[C:12]([C:40]1[CH:45]=[CH:44][CH:43]=[CH:42][CH:41]=1)([C:14]1[CH:15]=[CH:16][C:17]([O:32][CH:33]2[CH2:38][CH2:37][CH2:36][CH2:35][O:34]2)=[CH:18][CH:19]=1)[OH:13])[C:2]1[CH:3]=[CH:4][CH:5]=[CH:6][CH:7]=1. Procedure: The compound is prepared from the evaporation residue obtained in step (a) and 38.6 g of tetrahydropyran-2-yl ether-protected 4-bromophenol according to the procedure described in Example 1(b). Product: ClC1=C(C=CC(=C1)S)NC([C@@](C(F)(F)F)(C)O)=O ((R)-N-(2-Chloro-4-mercaptophenyl)-2-hydroxy-2-methyl-3,3,3-trifluoropropanamide). Procedure details: Trifluoroacetic anhydride (5 ml) was added to (R)-N-(2-chloro-4-methylsulphinylphenyl)-2-hydroxy-2-methyl-3,3,3-trifluoropropanamide (Method 32)(0.188 g). The mixture was stirred and heated under reflux for 45 minutes then cooled and evaporated to dryness. A mixture of triethylamine (5 ml) and methanol (5 ml) was added to the residue. This mixture was stirred for a further 45 minutes then evaporated to dryness. The residue was dissolved in chloroform (50 ml), washed with saturated aqueous ammoni... Reaction SMILES: FC(F)(F)C(OC(=O)C(F)(F)F)=O.[Cl:14][C:15]1[CH:20]=[C:19]([S:21](C)=O)[CH:18]=[CH:17][C:16]=1[NH:24][C:25](=[O:33])[C@:26]([OH:32])([CH3:31])[C:27]([F:30])([F:29])[F:28]>>[Cl:14][C:15]1[CH:20]=[C:19]([SH:21])[CH:18]=[CH:17][C:16]=1[NH:24][C:25](=[O:33])[C@:26]([OH:32])([CH3:31])[C:27]([F:30])([F:28])[F:29]. Reactants: FC(C(=O)OC(C(F)(F)F)=O)(F)F (Trifluoroacetic anhydride), ClC1=C(C=CC(=C1)S(=O)C)NC([C@@](C(F)(F)F)(C)O)=O ((R)-N-(2-chloro-4-methylsulphinylphenyl)-2-hydroxy-2-methyl-3,3,3-trifluoropropanamide). Yield: 103.6%. As a reaction SMILES: [CH2:1]([CH3:2])[c:3]1[c:4]([N:5]([C:6]([CH2:7][Cl:8])=[O:9])[CH2:10][O:11][CH3:12])[c:13]([CH2:17][CH3:18])[cH:14][cH:15][cH:16]1.[S:19]([Cl:20])([Cl:21])=[O:22]>>[CH2:1]([CH3:2])[c:3]1[c:4]([N:5]([C:6]([CH2:7][Cl:8])=[O:9])[CH2:10][Cl:21])[c:13]([CH2:17][CH3:18])[cH:14][cH:15][cH:16]1. Yields the product CCc1cccc(CC)c1N(CCl)C(=O)CCl. The reactants are CCc1cccc(CC)c1N(COC)C(=O)CCl, O=S(Cl)Cl. Reactants: FC=1C=C(C=CC1[N+](=O)[O-])O (3-fluoro-4-nitrophenol), C(=O)[O-].[NH4+] (ammonium formate), solid, ClC1=CC=C(CN)C=C1 (4-chlorobenzylamine). Reagents/catalysts: [Pd] (Pd/C). The solvent is O1CCCC1 (tetrahydrofuran), CO (methanol), C(C)OCC (diethyl ether). Conditions: time 1 hour. Yields the product ClC1=CC=C(C=C1)CNC(=O)C=1C=NC2=C(C=C(C=C2C1O)O)F (N-[(4-Chlorophenyl)methyl]-8-fluoro-4,6-dihydroxy-3-quinoline-carboxamide). RXN SMILES: [F:1][C:2]1[CH:3]=[C:4]([OH:11])[CH:5]=[CH:6][C:7]=1[N+:8]([O-])=O.[CH:12]([O-:14])=O.[NH4+].[Cl:16][C:17]1[CH:24]=[CH:23][C:20]([CH2:21][NH2:22])=[CH:19][CH:18]=1>O1CCCC1.CO.C(OCC)C.[Pd]>[Cl:16][C:17]1[CH:24]=[CH:23][C:20]([CH2:21][NH:22][C:4]([C:3]2[CH:2]=[N:8][C:7]3[C:6]([C:12]=2[OH:14])=[CH:5][C:4]([OH:11])=[CH:3][C:2]=3[F:1])=[O:11])=[CH:19][CH:18]=1 |f:1.2|. Procedure details: To a mixture of 10% Pd/C and 2.0 g of 3-fluoro-4-nitrophenol in 10 mL of tetrahydrofuran and 10 mL of methanol is added 4.817 g of ammonium formate. After the reaction stirred at room temperature for 1 h, it is filtered through celite and condensed. To the residue is then added 2.57 mL of diethylethoxymethylenemalonate and 10 mL xylene. The mixture is heated to 135 ° C. for 1 h with a Dean-Stark trap to remove formed ethanol. The reaction is cooled. The resulting solid is collected, washed with ...